From a dataset of the Open Reaction Database (ORD), a public repository of structured organic reaction records. describe an organic reaction: reactants, conditions, products, and yield Reactants: CN1CCCC1=O (NMP), C(C)OC=1N=CC(=NC1)NC(OCC)=O (ethyl (5-ethoxypyrazin-2-yl)carbamate), CC(C)([O-])C.[K+] (potassium tert-butoxide), C[C@]1(C[C@]2(CO2)CCC1)CN1C=NC2=C1C=C(C=C2)C#N (1-{[(3S,5S)-5-methyl-1-oxaspiro[2.5]oct-5-yl]methyl}-1H-benzimidazole-6-carbonitrile), solution. The solvent is CC(C)O.O (IPA Water). Reaction conditions: time 5 minute. The product is C(C)OC=1N=CC(=NC1)N1C(O[C@]2(C1)C[C@@](CCC2)(C)CN2C=NC1=C2C=C(C=C1)C#N)=O (1-(((5S,7S)-3-(5-ethoxypyrazin-2-yl)-7-methyl-2-oxo-1-oxa-3-azaspiro[4.5]decan-7-yl)methyl)-1H-benzo[d]imidazole-6-carbonitrile), solid. Yield: 61.0%. As a reaction SMILES: CN1C(=O)CCC1.[CH2:8]([O:10][C:11]1[N:12]=[CH:13][C:14]([NH:17][C:18](=[O:22])[O:19][CH2:20][CH3:21])=[N:15][CH:16]=1)[CH3:9].CC(C)([O-])C.[K+].[CH3:29][C@:30]1([CH2:38][N:39]2[C:43]3[CH:44]=[C:45]([C:48]#[N:49])[CH:46]=[CH:47][C:42]=3[N:41]=[CH:40]2)[CH2:37]CC[C@:32]2(O[CH2:33]2)[CH2:31]1>CC(O)C.O>[CH2:8]([O:10][C:11]1[N:12]=[CH:13][C:14]([N:17]2[CH2:21][C@@:20]3([CH2:33][CH2:32][CH2:31][C@@:30]([CH2:38][N:39]4[C:43]5[CH:44]=[C:45]([C:48]#[N:49])[CH:46]=[CH:47][C:42]=5[N:41]=[CH:40]4)([CH3:29])[CH2:37]3)[O:19][C:18]2=[O:22])=[N:15][CH:16]=1)[CH3:9] |f:2.3,5.6|. Procedure details: To a 10 mL flask was added NMP (7.11 mL), ethyl (5-ethoxypyrazin-2-yl)carbamate (0.863 g, 4.09 mmol) and potassium tert-butoxide (0.399 g, 3.55 mmol) at RT. After stirring for ˜5 min at RT, 1-{[(3S,5S)-5-methyl-1-oxaspiro[2.5]oct-5-yl]methyl}-1H-benzimidazole-6-carbonitrile (1 g, 3.55 mmol) was added. The solution was then heated to 70° C. (oil bath) and stirred for 7 h. At 7 h, the temperature was taken to 80° C., then at 8 h, it was taken to 90° C. The mixture was allowed to stir at 90° C. for... Procedure details: 2-(Adamantan-2-yl)-4,4-dimethyl-1,2-diazetidin-3-one and 3-fluorobenzyl bromide were used for a similar reaction and treatment as Process 6 of Example 1, and the title compound was obtained as a white crystalline powder. The reactants are C12C(C3CC(CC(C1)C3)C2)N2NC(C2=O)(C)C (2-(Adamantan-2-yl)-4,4-dimethyl-1,2-diazetidin-3-one), FC=1C=C(CBr)C=CC1 (3-fluorobenzyl bromide). Product: FC=1C=C(CN2N(C(C2(C)C)=O)C2C3CC4CC(CC2C4)C3)C=CC1 (1-(3-fluorobenzyl)-4,4-dimethyl-2-(adamantan-2-yl)-1,2-diazetidin-3-one). As a reaction SMILES: [CH:1]12[CH2:10][CH:5]3[CH2:6][CH:7]([CH2:9][CH:3]([CH2:4]3)[CH:2]1[N:11]1[C:14](=[O:15])[C:13]([CH3:17])([CH3:16])[NH:12]1)[CH2:8]2.[F:18][C:19]1[CH:20]=[C:21]([CH:24]=[CH:25][CH:26]=1)[CH2:22]Br>>[F:18][C:19]1[CH:20]=[C:21]([CH:24]=[CH:25][CH:26]=1)[CH2:22][N:12]1[C:13]([CH3:17])([CH3:16])[C:14](=[O:15])[N:11]1[CH:2]1[CH:3]2[CH2:4][CH:5]3[CH2:6][CH:7]([CH2:8][CH:1]1[CH2:10]3)[CH2:9]2. Starting materials: Cc1c(N2CC3(C)C(O[Si](C)(C)C(C)(C)C)CCN3C2=O)ccc(C#N)c1Cl, CCCC[N+](CCCC)(CCCC)CCCC, C1CCOC1, CC(=O)O, [F-]. Yields the product Cc1c(N2CC3(C)C(O)CCN3C2=O)ccc(C#N)c1Cl. As a reaction SMILES: [C:1]([Si:2]([CH3:3])([CH3:4])[O:6][CH:7]1[CH2:8][CH2:9][N:10]2[C:11](=[O:26])[N:12]([c:16]3[c:17]([CH3:25])[c:18]([Cl:24])[c:19]([C:20]#[N:21])[cH:22][cH:23]3)[CH2:13][C:14]12[CH3:15])([CH3:5])([CH3:27])[CH3:28].[CH2:34]([N+:35]([CH2:36][CH2:37][CH2:38][CH3:39])([CH2:40][CH2:41][CH2:42][CH3:43])[CH2:44][CH2:45][CH2:46][CH3:47])[CH2:48][CH2:49][CH3:50].[CH2:51]1[O:52][CH2:53][CH2:54][CH2:55]1.[CH3:29][C:30](=[O:31])[OH:32].[F-:33]>>[OH:6][CH:7]1[CH2:8][CH2:9][N:10]2[C:11](=[O:26])[N:12]([c:16]3[c:17]([CH3:25])[c:18]([Cl:24])[c:19]([C:20]#[N:21])[cH:22][cH:23]3)[CH2:13][C:14]12[CH3:15]. The reactants are CCCC(CC)OCC(=O)C1=CC=CC=C1 (4-hexyloxyacetophenone), CC=1C=C(C=O)C=C(C1O)C (3,5-dimethyl-4-hydroxybenzaldehyde). The product is C(CCCCC)OC1=CC=C(C=C1)C(C=CC1=CC(=C(C(=C1)C)O)C)=O (1-[4-hexyloxyphenyl]-3-[3,5-dimethyl-4-hydroxyphenyl]prop-2-en-1-one). Isolated yield 63.0%. As a reaction SMILES: CCCC(O[CH2:8][C:9]([C:11]1[CH:16]=[CH:15][CH:14]=[CH:13][CH:12]=1)=[O:10])CC.[CH3:17][C:18]1[CH:19]=[C:20]([CH:23]=[C:24]([CH3:27])[C:25]=1[OH:26])[CH:21]=O>>[CH2:9]([O:10][C:14]1[CH:13]=[CH:12][C:11]([C:9](=[O:10])[CH:8]=[CH:21][C:20]2[CH:19]=[C:18]([CH3:17])[C:25]([OH:26])=[C:24]([CH3:27])[CH:23]=2)=[CH:16][CH:15]=1)[CH2:11][CH2:12][CH2:13][CH2:14][CH3:15]. Procedure: This compound was synthesized from 4-hexyloxyacetophenone and 3,5-dimethyl-4-hydroxybenzaldehyde according to general method 1 described hereinabove. The product crystallized at the end of the reaction and was dried. Yield: 63% Starting materials: N1=CNC2=C1C=C(C(=C2)C(=O)O)C(=O)O (Benzimidazole-5,6-dicarboxylic acid), CC1=CC2=C(N=CN2)C=C1C (5,6-dimethylbenzimidazole). Conditions: temperature 250 celsius. Product: N1=CNC2=C1C=C1C(=C2)C(=O)OC1=O (Benzimidazole-5,6-dicarboxylic acid anhydride). Yield: 81.5%. As a reaction SMILES: [N:1]1[C:5]2[CH:6]=[C:7]([C:13]([OH:15])=[O:14])[C:8]([C:10]([OH:12])=O)=[CH:9][C:4]=2[NH:3][CH:2]=1.CC1C(C)=CC2N=CNC=2C=1>>[N:3]1[C:4]2[CH:9]=[C:8]3[C:10](=[O:12])[O:15][C:13](=[O:14])[C:7]3=[CH:6][C:5]=2[NH:1][CH:2]=1. Reported procedure: Benzimidazole-5,6-dicarboxylic acid (8.2 g), prepared from 5,6-dimethylbenzimidazole as described in J.Org.Chem. 1987, 52, 2934., was heated at 250° C. under vacuum (0.01 mm Hg) for 1 h. The solid was extracted with hot acetone and the acetone extracts were evaporated to give the title compound (6.1 g). Starting materials: B(C1CCCCC1)C1CCCCC1 (Cy2BH), BrC1=C(C=O)C=CC=C1 (o-bromobenzaldehyde), CC(C)OC(=O)[C@@H]([C@H](C(=O)OC(C)C)O)O ((+)-DIPT), CC(C#C)(C)C (3,3-dimethyl-1-butyne), [Zn](CC)CC (Et2Zn). The reagents and catalysts are CC(C)O[Ti](OC(C)C)(OC(C)C)OC(C)C (Ti(OiPr)4). The product is BrC1=C(C=CC=C1)C(O)C1OC1C(C)(C)C ((2-Bromo-phenyl)-(3-tert-butyl-oxiranyl)-methanol). Isolated yield 78.0%. Reaction SMILES: B(C1CCCCC1)C1CCCCC1.[CH3:14][C:15]([CH3:19])([CH3:18])[C:16]#[CH:17].[Zn](CC)CC.[Br:25][C:26]1[CH:33]=[CH:32][CH:31]=[CH:30][C:27]=1[CH:28]=[O:29].CC([O:37]C([C@H](O)[C@@H](O)C(OC(C)C)=O)=O)C>CC(O[Ti](OC(C)C)(OC(C)C)OC(C)C)C>[Br:25][C:26]1[CH:33]=[CH:32][CH:31]=[CH:30][C:27]=1[CH:28]([CH:17]1[CH:16]([C:15]([CH3:19])([CH3:18])[CH3:14])[O:37]1)[OH:29]. Procedure: The product was prepared by General procedure T using 50 mg (0.28 mmol) Cy2BH, 35 μL (0.28 mmol) 3,3-dimethyl-1-butyne, 0.39 mL (0.78 mmol, 2.0 M in hexanes) Et2Zn, 2.4 mg (0.01 mmol) (−)-MIB, 29 μL (0.25 mmol) o-bromobenzaldehyde, 0.25 mL (0.25 mmol, 1.0 M in hexanes) Ti(OiPr)4, and 63 μL (0.30 mmol) (+)-DIPT. The crude product was purified by column chromatography (5% ethyl acetate in hexanes) to afford the title compound in 78% yield (55 mg, 0.19 mmol). threo-diastereomer: Colorless oil. [α]D... Reactants: Brc1ccc2[nH]c3c(c2c1)CCCC3NCCc1ccccc1, C1CCOC1, CI, CCN(C(C)C)C(C)C, Cl, Cl. Yields the product CN(CCc1ccccc1)C1CCCc2c1[nH]c1ccc(Br)cc21, Cl. RXN SMILES: [Br:2][c:3]1[cH:4][c:5]2[c:6]3[c:11]([nH:12][c:13]2[cH:14][cH:15]1)[CH:10]([NH:16][CH2:17][CH2:18][c:19]1[cH:20][cH:21][cH:22][cH:23][cH:24]1)[CH2:9][CH2:8][CH2:7]3.[CH2:37]1[O:38][CH2:39][CH2:40][CH2:41]1.[CH3:34][I:35].[CH:25]([N:26]([CH:27]([CH3:28])[CH3:29])[CH2:30][CH3:31])([CH3:32])[CH3:33].[ClH:1].[ClH:36]>>[Br:2][c:3]1[cH:4][c:5]2[c:6]3[c:11]([nH:12][c:13]2[cH:14][cH:15]1)[CH:10]([N:16]([CH2:17][CH2:18][c:19]1[cH:20][cH:21][cH:22][cH:23][cH:24]1)[CH3:25])[CH2:9][CH2:8][CH2:7]3.[ClH:1].